This data is from the Open Reaction Database (ORD), a public repository of structured organic reaction records. The task is: describe an organic reaction: reactants, conditions, products, and yield Starting materials: BrC=1C=C(C=CC1)C(F)(F)F (3-Bromobenzotrifluoride), [Mg] (magnesium), [Cl-].[NH4+] (ammonium chloride), CC1(OC2=CC(=CC=C2C(C1)=O)O)C (2,2-Dimethylchroman-4-one-7-ol). The solvent is CCOCC (ether), CCOCC (ether), CCOCC (ether). Yields the product CC1(OC2=CC(=CC=C2C(=C1)C1=CC(=CC=C1)C(F)(F)F)O)C (2,2-Dimethyl-4-(3-trifluoromethylphenyl)-2H-chromene-7-ol). Yield: 86.2%. RXN SMILES: Br[C:2]1[CH:3]=[C:4]([C:8]([F:11])([F:10])[F:9])[CH:5]=[CH:6][CH:7]=1.[Mg].[CH3:13][C:14]1([CH3:26])[CH2:23][C:22](=O)[C:21]2[C:16](=[CH:17][C:18]([OH:25])=[CH:19][CH:20]=2)[O:15]1.[Cl-].[NH4+]>CCOCC>[CH3:13][C:14]1([CH3:26])[CH:23]=[C:22]([C:2]2[CH:7]=[CH:6][CH:5]=[C:4]([C:8]([F:11])([F:10])[F:9])[CH:3]=2)[C:21]2[C:16](=[CH:17][C:18]([OH:25])=[CH:19][CH:20]=2)[O:15]1 |f:3.4|. Procedure details: 3-Bromobenzotrifluoride (61 g) in dry ether (100 ml was added to magnesium (6.6 g) in ether (50 ml). 2,2-Dimethylchroman-4-one-7-ol (17.4 g) suspended in ether (500 ml) was added and the mixture refluxed for 16 hourss. The reaction mixture was poured into ammonium chloride solution and extracted with ether. The combined ether layers were washed with 2 N HCl (2×100 ml) and dried (MgSO4). Removal of the solvent under reduced pressure gave the title compound (25 g), m.p. 102°-106° C.